From a dataset of the Open Reaction Database (ORD), a public repository of structured organic reaction records. describe an organic reaction: reactants, conditions, products, and yield Starting materials: C(CCC)N(C1=NC(=CC=C1)C1=CC=C(C=C1)C(F)(F)F)CC1=CC(=C(OCC(=O)OC)C=C1)C (methyl {4-[(butyl{6-[4-(trifluoromethyl)phenyl]pyridin-2-yl}amino)methyl]-2-methylphenoxy}acetate), [OH-].[Na+] (NaOH). The solvent is CO (methanol), O1CCCC1 (tetrahydrofuran). Conditions: time 1 hour. Yields the product C(CCC)N(C1=NC(=CC=C1)C1=CC=C(C=C1)C(F)(F)F)CC1=CC(=C(OCC(=O)O)C=C1)C ({4-[(Butyl{6-[4-(trifluoromethyl)phenyl]pyridin-2-yl}amino)methyl]-2-methylphenoxy}acetic acid). Isolated yield 90.3%. As a reaction SMILES: [CH2:1]([N:5]([CH2:22][C:23]1[CH:34]=[CH:33][C:26]([O:27][CH2:28][C:29]([O:31]C)=[O:30])=[C:25]([CH3:35])[CH:24]=1)[C:6]1[CH:11]=[CH:10][CH:9]=[C:8]([C:12]2[CH:17]=[CH:16][C:15]([C:18]([F:21])([F:20])[F:19])=[CH:14][CH:13]=2)[N:7]=1)[CH2:2][CH2:3][CH3:4].[OH-].[Na+]>CO.O1CCCC1>[CH2:1]([N:5]([CH2:22][C:23]1[CH:34]=[CH:33][C:26]([O:27][CH2:28][C:29]([OH:31])=[O:30])=[C:25]([CH3:35])[CH:24]=1)[C:6]1[CH:11]=[CH:10][CH:9]=[C:8]([C:12]2[CH:13]=[CH:14][C:15]([C:18]([F:20])([F:19])[F:21])=[CH:16][CH:17]=2)[N:7]=1)[CH2:2][CH2:3][CH3:4] |f:1.2|. Reported procedure: To a solution of methyl {4-[(butyl{6-[4-(trifluoromethyl)phenyl]pyridin-2-yl}amino)methyl]-2-methylphenoxy}acetate (40 mg, 0.082 mmol) in methanol (2 mL) and tetrahydrofuran (2 mL), was added 2M NaOH aq. (2 mL). After stirring for 1 h at room temperature the solvent was removed in vacuo and the residue acidified with 2M HCl, before extraction into ethyl acetate (2×15 mL). The organic solution was dried (MgSO4) and the solvents removed in vacuo to afford the title compound as a white solid (35 mg... Reaction SMILES: [N:1]1[NH:2][C:3]([NH2:6])=[CH:4][CH:5]=1.[Cl:7][C:8]1[CH:9]=[C:10]([C:15](=O)[CH2:16][C:17](=O)[C:18]([F:21])([F:20])[F:19])[CH:11]=[CH:12][C:13]=1[Cl:14]>C(O)(=O)C>[Cl:7][C:8]1[CH:9]=[C:10]([C:15]2[CH:16]=[C:17]([C:18]([F:21])([F:19])[F:20])[N:2]3[N:1]=[CH:5][CH:4]=[C:3]3[N:6]=2)[CH:11]=[CH:12][C:13]=1[Cl:14]. Conditions: temperature 0 celsius, time 0.5 hour. Procedure: A mixture of 2H-pyrazol-3-ylamine (4.0 g, 48 mmol) and 1-(3,4-dichloro-phenyl)-4,4,4-trifluoro-butane-1,3-dione (11.4 g, 40 mmol) in acetic acid (80 mL) was heated at reflux for 4 h. The solution was poured into ice-cold 10% aqueous ammonia and the mixture was stirred at 0° C. for 0.5 h. The solid was isolated by filtration, triturated with EtOH (40 mL), and dried to give 5-(3,4-dichloro -phenyl)-7-trifluoromethyl-pyrazolo[1,5-a]pyrimidine as a pale-yellow solid. MS (ISP) 332.1[(M+H)+]; mp 130-1... The product is ClC=1C=C(C=CC1Cl)C1=NC=2N(C(=C1)C(F)(F)F)N=CC2 (5-(3,4-dichloro -phenyl)-7-trifluoromethyl-pyrazolo[1,5-a]pyrimidine). Reactants: N=1NC(=CC1)N (2H-pyrazol-3-ylamine), ClC=1C=C(C=CC1Cl)C(CC(C(F)(F)F)=O)=O (1-(3,4-dichloro-phenyl)-4,4,4-trifluoro-butane-1,3-dione), ice. The solvent is C(C)(=O)O (acetic acid). Reactants: COc1ccc(C=C2OC(=O)c3ccccc32)cc1[N+](=O)[O-], [Cl-], [Fe], [NH4+], O. Yields the product COc1ccc(C=C2OC(=O)c3ccccc32)cc1N. Reaction SMILES: [CH3:1][O:2][c:3]1[c:4]([N+:20]([O-:21])=[O:22])[cH:5][c:6]([CH:7]=[C:8]2[O:9][C:10](=[O:17])[c:11]3[cH:12][cH:13][cH:14][cH:15][c:16]32)[cH:18][cH:19]1.[Cl-:23].[Fe:25].[NH4+:24].[OH2:26]>>[CH3:1][O:2][c:3]1[c:4]([NH2:20])[cH:5][c:6]([CH:7]=[C:8]2[O:9][C:10](=[O:17])[c:11]3[cH:12][cH:13][cH:14][cH:15][c:16]32)[cH:18][cH:19]1.